Dataset: the Open Reaction Database (ORD), a public repository of structured organic reaction records. Task: describe an organic reaction: reactants, conditions, products, and yield Starting materials: FC(C(=O)O)(F)F (trifluoroacetic acid), CC(C)(OC(=O)N1CCC(CC1)N(C1=NC=CC=C1NC(CC)(C)C)C)C (1-[1,1-Dimethylethoxycarbonyl]-4-[N-methyl-N-(3-(1,1-dimethylpropyl amino)-2-pyridinyl)amino]piperidine), [OH-].[Na+] (sodium hydroxide). Solvent: C(Cl)Cl (methylene chloride), O (water). Conditions: time 1.5 hour. The product is CN(C1=NC=CC=C1NC(CC)(C)C)C1CCNCC1 (4-[N-Methyl-N-(3-(1,1-dimethylpropylamino)-2-pyridinyl)amino]piperidine). RXN SMILES: CC(C)(OC([N:7]1[CH2:12][CH2:11][CH:10]([N:13]([CH3:26])[C:14]2[C:19]([NH:20][C:21]([CH3:25])([CH3:24])[CH2:22][CH3:23])=[CH:18][CH:17]=[CH:16][N:15]=2)[CH2:9][CH2:8]1)=O)C.FC(F)(F)C(O)=O.[OH-].[Na+]>C(Cl)Cl.O>[CH3:26][N:13]([CH:10]1[CH2:9][CH2:8][NH:7][CH2:12][CH2:11]1)[C:14]1[C:19]([NH:20][C:21]([CH3:24])([CH3:25])[CH2:22][CH3:23])=[CH:18][CH:17]=[CH:16][N:15]=1 |f:2.3|. Procedure details: To a mixture of 1-[1,1-dimethylethoxycarbonyl]-4-[N-methyl-N-(3-(1,1-dimethylpropylamino)-2-pyridinyl)amino]piperidine (EXAMPLE 63, 2.39 g) in dry methylene chloride (30 ml) under nitrogen at 0° is added trifluoroacetic acid (6.37 ml) over 1 min. The resulting mixture is warmed to 20°-25°, stirred for 1.5 hrs, and then added to a mixture of sodium hydroxide (3.31 g) in water (40 ml) at 0°. The layers are separated, the aqueous phase is extracted with methylene chloride (4×40 ml), and the combine... Reactants: IC1=CC(=C(C=C1)N=C1NC2(CS1)CCCC2)C(C)C (2-(4-iodo-2-isopropylphenylimino)-3-thia-1-azaspiro[4.4]nonane), C1(CCCC1)Br (cyclopentyl bromide). Product: IC1=CC(=C(C=C1)N=C1N(C2(CS1)CCCC2)C2CCCC2)C(C)C (2-(4-iodo-2-isopropylphenylimino)-1-cyclopentyl-3-thia-1-azaspiro[4.4]nonane). RXN SMILES: [I:1][C:2]1[CH:7]=[CH:6][C:5]([N:8]=[C:9]2[S:13][CH2:12][C:11]3([CH2:17][CH2:16][CH2:15][CH2:14]3)[NH:10]2)=[C:4]([CH:18]([CH3:20])[CH3:19])[CH:3]=1.[CH:21]1(Br)[CH2:25][CH2:24][CH2:23][CH2:22]1>>[I:1][C:2]1[CH:7]=[CH:6][C:5]([N:8]=[C:9]2[S:13][CH2:12][C:11]3([CH2:17][CH2:16][CH2:15][CH2:14]3)[N:10]2[CH:21]2[CH2:25][CH2:24][CH2:23][CH2:22]2)=[C:4]([CH:18]([CH3:20])[CH3:19])[CH:3]=1. Reported procedure: 4-Iodo-2-isopropylaniline was converted to 4-iodo-2-isopropylphenyl isothiocyanate according to Method A2b. 1-Hydroxymethylcyclopentanamine was prepared according to Method B1c. The 2-hydroxyethylamine was sequentially reacted with SOCl2 and 4-iodo-2-isopropylphenyl isothiocyanate according to Method C2a to give 2-(4-iodo-2-isopropylphenylimino)-3-thia-1-azaspiro[4.4]nonane. The thiazolidine was reacted with cyclopentyl bromide according to Method D2b to give 2-(4-iodo-2-isopropylphenylimino)-1-... Reactants: [N+](=O)([O-])C1=C(C=CC(=C1)C=CC1=NOC(=N1)CCC)O (2-Nitro-4-[2-(5-propyl-[1,2,4]oxadiazol-3-yl)-vinyl]-phenol), compound, [OH-].[Na+] (sodium hydroxide). The solvent is C(C)(=O)OCC (ethyl acetate), stannous chloride. Run at time 12 hour. The product is NC1=C(C=CC(=C1)C=CC1=NOC(=N1)CCC)O (2-Amino-4-[2-(5-propyl-[1,2,4]oxadiazol-3-yl)-vinyl]-phenol). As a reaction SMILES: [N+:1]([C:4]1[CH:9]=[C:8]([CH:10]=[CH:11][C:12]2[N:16]=[C:15]([CH2:17][CH2:18][CH3:19])[O:14][N:13]=2)[CH:7]=[CH:6][C:5]=1[OH:20])([O-])=O.[OH-].[Na+]>C(OCC)(=O)C>[NH2:1][C:4]1[CH:9]=[C:8]([CH:10]=[CH:11][C:12]2[N:16]=[C:15]([CH2:17][CH2:18][CH3:19])[O:14][N:13]=2)[CH:7]=[CH:6][C:5]=1[OH:20] |f:1.2|. Procedure details: 2-Nitro-4-[2-(5-propyl-[1,2,4]oxadiazol-3-yl)-vinyl]-phenol (compound of Example 11; 0.2 g, 0.72 mmol) was dissolved in ethyl acetate (5 mL) to which stannous chloride was added and the reaction mixture was stirred at room temperature for 12 h. The reaction mixture was cooled to 0° C. followed by addition of aqueous sodium hydroxide solution to adjust pH to 10. The reaction mixture was extracted with ethyl acetate (2×5 mL). The combined organic layers were washed with water (2×10 mL) and brine (... Reactants: NC1=NC=CC=C1C1=CC(=C(C(=O)OC(C)(C)C)C=C1)F (tert-butyl 4-(2-aminopyridin-3-yl)-2-fluorobenzoate), C1CC(=O)N(C1=O)Br (NBS), [O-]S(=O)(=S)[O-].[Na+].[Na+] (Na2S2O3), C(=O)(O)[O-].[Na+] (NaHCO3). The solvent is C(C)#N (acetonitrile), C(C)(=O)OCC (ethyl acetate). Conditions: time 10 minute. Product: NC1=NC=C(C=C1C1=CC(=C(C(=O)OC(C)(C)C)C=C1)F)Br (tert-butyl 4-(2-amino-5-bromopyridin-3-yl)-2-fluorobenzoate). Yield: 90.0%. As a reaction SMILES: [NH2:1][C:2]1[C:7]([C:8]2[CH:20]=[CH:19][C:11]([C:12]([O:14][C:15]([CH3:18])([CH3:17])[CH3:16])=[O:13])=[C:10]([F:21])[CH:9]=2)=[CH:6][CH:5]=[CH:4][N:3]=1.C1C(=O)N([Br:29])C(=O)C1.C([O-])(O)=O.[Na+].[O-]S([O-])(=S)=O.[Na+].[Na+]>C(#N)C.C(OCC)(=O)C>[NH2:1][C:2]1[C:7]([C:8]2[CH:20]=[CH:19][C:11]([C:12]([O:14][C:15]([CH3:17])([CH3:18])[CH3:16])=[O:13])=[C:10]([F:21])[CH:9]=2)=[CH:6][C:5]([Br:29])=[CH:4][N:3]=1 |f:2.3,4.5.6|. Procedure details: A solution of tert-butyl 4-(2-aminopyridin-3-yl)-2-fluorobenzoate (700 mg, 2.43 mmol) in acetonitrile (10 mL) was treated with NBS (453 mg, 2.55 mmol). After 10 min, the reaction was completed. The reaction was treated with 1:1 sat. aq. NaHCO3: sat.aq. Na2S2O3 (10 mL). The mixture was stirred vigorously for 10 min. The mixture was diluted with ethyl acetate (30 mL) and the layers were separated. The organics were washed with brine, dried over magnesium sulfate, filtered and concentrated to provi... Starting materials: O (Water), BrCC(C)=O (1-bromopropan-2-one), N[C@H](CO)C ((S)-2-aminopropan-1-ol). The yield is 145.7%. RXN SMILES: Br[CH2:2][C:3](=[O:5])[CH3:4].[NH2:6][C@@H:7]([CH3:10])[CH2:8][OH:9].O>C(Cl)Cl>[OH:9][CH2:8][C@@H:7]([NH:6][CH2:2][C:3](=[O:5])[CH3:4])[CH3:10]. Run in C(Cl)Cl (DCM), C(Cl)Cl (DCM). Run at temperature 0 celsius, time 2 hour. Product: OC[C@H](C)NCC(C)=O ((S)-1-((1-Hydroxypropan-2-yl)amino)propan-2-one). Reported procedure: A solution of 1-bromopropan-2-one (7.8 mL, 102 mmol) in DCM (15 mL) was added dropwise to a solution of (S)-2-aminopropan-1-ol (18.2 g, 0.243 mol) and anhydrous DCM (150 mL) at 0° C. The reaction stirred at 0° C. for 2 h. Water (150 mL) was added, and the organic phase was separated. The aqueous was extracted with DCM (3×40 mL), and the combined organic layers were washed with brine (50 mL), dried over Na2SO4, filtered, and concentrated to give the crude product 19.5 g, which was used directly i... The yield is 35.7%. Starting materials: C[O-].[Na+] (sodium methoxide), C(CC(=O)C)(=O)OCC (ethyl acetoacetate), ClC1=C(OCC(=O)O)C=CC(=C1Cl)C(C(C1CCCC1)=C)=O ([2,3-dichloro-4-(2-methylene-2-cyclopentyl-1-oxoethyl)phenoxy]acetic acid). Reported procedure: To a stirred solution of sodium methoxide (2.3 g, 0.043 mole) in ethanol (50 ml) and ethyl acetoacetate (5.56 g, 0.043 mole) was added [2,3-dichloro-4-(2-methylene-2-cyclopentyl-1-oxoethyl)phenoxy]acetic acid (6.5 g, 0.019 mole). The reaction mixture was heated at reflux for 2 hours, then the solvent was distilled at reduced pressure. The residue was dissolved in water, acidified, extracted into ether, washed with water, extracted into sodium bicarbonate, acidified, extracted into ether, washed ... RXN SMILES: C[O-].[Na+].C(OCC)(=O)[CH2:5][C:6]([CH3:8])=[O:7].[Cl:13][C:14]1[C:24]([Cl:25])=[C:23]([C:26](=O)[C:27](=[CH2:33])[CH:28]2[CH2:32][CH2:31][CH2:30][CH2:29]2)[CH:22]=[CH:21][C:15]=1[O:16][CH2:17][C:18]([OH:20])=[O:19]>C(O)C>[Cl:13][C:14]1[C:24]([Cl:25])=[C:23]([C:26]2[CH:27]([CH:28]3[CH2:32][CH2:31][CH2:30][CH2:29]3)[CH2:33][CH2:8][C:6](=[O:7])[CH:5]=2)[CH:22]=[CH:21][C:15]=1[O:16][CH2:17][C:18]([OH:20])=[O:19] |f:0.1|. The product is ClC1=C(OCC(=O)O)C=CC(=C1Cl)C1=CC(CCC1C1CCCC1)=O ([2,3-dichloro-4-(6-cyclopentyl-3-oxo-1-cyclohexen-1-yl)phenoxy]acetic acid). Run in C(C)O (ethanol).